describe an organic reaction: reactants, conditions, products, and yield From a dataset of the Open Reaction Database (ORD), a public repository of structured organic reaction records. Starting materials: S(=O)(=O)=O (sulfur trioxide), anhydride, S(=O)(=O)=O (sulfur trioxide), CC1C(=O)OC(C1)=O (Methylsuccinic anhydride), [OH-].[Na+] (sodium hydroxide), solid. Run in O (water), ClCCCl (1,2-dichloroethane), ClCCCl (1,2-dichloroethane), O (water). Conditions: time 8 hour. Yields the product [Na+].CC(C(C(=O)[O-])S(=O)(=O)O)C(=O)[O-].[Na+] (3-Methyl-2-sulfosuccinic acid sodium salt), yellowish solid. As a reaction SMILES: [CH3:1][CH:2]1[CH2:7][C:6](=[O:8])[O:5][C:3]1=[O:4].[S:9](=[O:12])(=[O:11])=[O:10].[OH-:13].[Na+:14]>ClCCCl.O>[Na+:14].[CH3:1][CH:2]([C:3]([O-:13])=[O:4])[CH:7]([S:9]([OH:12])(=[O:11])=[O:10])[C:6]([O-:5])=[O:8].[Na+:14] |f:2.3,6.7.8|. Reported procedure: 3-Methyl-2-sulfosuccinic acid sodium salt was prepared as follows. 20 g Methylsuccinic anhydride was dissolved in 40 g 1,2-dichloroethane. 15.4 g solid sulfur trioxide was melted and added in portions to 140 g 1,2-dichloroethane in an addition funnel. The sulfur trioxide solution was added slowly to the anhydride solution and stirred overnight. 50 mL water was then added, followed by 7 g sodium hydroxide dissolved in 50 mL water. The layers were separated and the 1,2-dichloroethane layer was aga...